Dataset: the Open Reaction Database (ORD), a public repository of structured organic reaction records. Task: describe an organic reaction: reactants, conditions, products, and yield Reactants: BrCC1=CC(=C(C=C1)C)C (4-bromomethyl-1,2-dimethyl-benzene), C(C)OC(CN=C(C1=CC=CC=C1)C1=CC=CC=C1)=O (ethyl(diphenylmethylidene-amino)-acetate), C(=O)([O-])[O-].[K+].[K+] (K2CO3). The reagents and catalysts are [Br-].C(CCC)[N+](CCCC)(CCCC)CCCC (tetrabutylammonium bromide). Run in C(C)#N (acetonitrile). Product: NC(C(=O)OCC)CC1=CC(=C(C=C1)C)C (ethyl 2-amino-3-(3,4-dimethyl-phenyl)-propionate). As a reaction SMILES: Br[CH2:2][C:3]1[CH:8]=[CH:7][C:6]([CH3:9])=[C:5]([CH3:10])[CH:4]=1.[CH2:11]([O:13][C:14](=[O:30])[CH2:15][N:16]=C(C1C=CC=CC=1)C1C=CC=CC=1)[CH3:12].C([O-])([O-])=O.[K+].[K+]>[Br-].C([N+](CCCC)(CCCC)CCCC)CCC.C(#N)C>[NH2:16][CH:15]([CH2:2][C:3]1[CH:8]=[CH:7][C:6]([CH3:9])=[C:5]([CH3:10])[CH:4]=1)[C:14]([O:13][CH2:11][CH3:12])=[O:30] |f:2.3.4,5.6|. Procedure details: A mixture of 18.6 g (93.5 mmol) 4-bromomethyl-1,2-dimethyl-benzene, 25.0 g (93.5 mmol) ethyl(diphenylmethylidene-amino)-acetate, 3.29 g (10.0 mmol) tetrabutylammonium bromide, 41.3 g (250 mmol) K2CO3×1.5H2O and 600 mL acetonitrile was refluxed overnight. The reaction mixture was filtered, the filtrate was evaporated down under reduced pressure, the residue was taken up in 500 mL diethyl ether and combined with 250 mL semiconc. HCl with vigorous stirring. Then the organic phase was separated off,... Reactants: [Li]CCCC, Fc1ccc(OCc2ccccc2)c(Cl)c1, CN(C)C=O, C1CCOC1, O. Product: O=Cc1c(F)ccc(OCc2ccccc2)c1Cl. Reaction SMILES: [CH2:17]([Li:18])[CH2:19][CH2:20][CH3:21].[CH2:1]([c:2]1[cH:3][cH:4][cH:5][cH:6][cH:7]1)[O:8][c:9]1[c:10]([Cl:16])[cH:11][c:12]([F:15])[cH:13][cH:14]1.[CH3:22][N:23]([CH:24]=[O:25])[CH3:26].[O:28]1[CH2:29][CH2:30][CH2:31][CH2:32]1.[OH2:27]>>[CH2:1]([c:2]1[cH:3][cH:4][cH:5][cH:6][cH:7]1)[O:8][c:9]1[c:10]([Cl:16])[c:11]([CH:24]=[O:25])[c:12]([F:15])[cH:13][cH:14]1. Starting materials: CCCCC1C=CC(=O)C1=CCCCCCC(=O)OC, CO, [Cl-], [H-], [NH4+], [Na+], OO. The product is CCCCC1C(=CCCCCCC(=O)OC)C(=O)C2=C1O2. Reaction SMILES: [CH2:1]([CH2:2][CH2:3][CH3:4])[CH:5]1[CH:6]=[CH:7][C:8](=[O:20])[C:9]1=[CH:10][CH2:11][CH2:12][CH2:13][CH2:14][CH2:15][C:16](=[O:17])[O:18][CH3:19].[CH3:27][OH:28].[Cl-:25].[H-:23].[NH4+:26].[Na+:24].[OH:21][OH:22]>>[CH2:1]([CH2:2][CH2:3][CH3:4])[CH:5]1[C:6]2=[C:7]([C:8](=[O:20])[C:9]1=[CH:10][CH2:11][CH2:12][CH2:13][CH2:14][CH2:15][C:16](=[O:17])[O:18][CH3:19])[O:21]2.